From a dataset of the Open Reaction Database (ORD), a public repository of structured organic reaction records. describe an organic reaction: reactants, conditions, products, and yield The reactants are C(C1=CN=CC=C1)(=O)NN (nicotinic acid hydrazide), Cl.C(C)OC(CS(=O)(=O)C1=CC=CC=C1)=N (2-(phenylsulfonyl)-ethanimidic acid ethyl ester hydrochloride), C([O-])(O)=O.[Na+] (sodiumbicarbonate), [OH-].[Na+] (sodium hydoxide). The solvent is O1CCOCC1 (dioxane), C(Cl)(Cl)Cl (chloroform). The product is NC(CS(=O)(=O)C1=CC=CC=C1)=NNC(C1=CN=CC=C1)=O (nicotinic acid (1-amino-2-benzenesulfonyl-ethylidene)-hydrazide). Yield: 54.7%. As a reaction SMILES: Cl.C(O[C:5](=[NH:16])[CH2:6][S:7]([C:10]1[CH:15]=[CH:14][CH:13]=[CH:12][CH:11]=1)(=[O:9])=[O:8])C.[OH-].[Na+].C(=O)(O)[O-].[Na+].[C:24]([NH:32][NH2:33])(=[O:31])[C:25]1[CH:30]=[CH:29][CH:28]=[N:27][CH:26]=1>C(Cl)(Cl)Cl.O1CCOCC1>[NH2:16][C:5](=[N:33][NH:32][C:24](=[O:31])[C:25]1[CH:30]=[CH:29][CH:28]=[N:27][CH:26]=1)[CH2:6][S:7]([C:10]1[CH:15]=[CH:14][CH:13]=[CH:12][CH:11]=1)(=[O:9])=[O:8] |f:0.1,2.3,4.5|. Procedure details: A suspension of 23.6 g (0.089 mol) 2-(phenylsulfonyl)-ethanimidic acid ethyl ester hydrochloride in 300 ml chloroform was treated with 98 ml 1N aqueous sodium hydoxide. 200 ml of a saturated aqueous sodiumbicarbonate solution was added and the mixture was extracted with chloroform. The extracts were combined and dried with sodium sulfate and the solvents were distilled off under reduced pressure. The resulting colorless oil was stirred together with 13.5 g (0.098 mol) nicotinic acid hydrazide in... Starting materials: C(#N)C1=CC=C(OC[C@H](CN2CC3CN(CC(C2)O3)C(=O)OC(C)(C)C)O)C=C1 (tert-butyl 7-[(2S)-3-(4-cyanophenoxy)-2-hydroxypropyl]-9-oxa-3,7-diazabicyclo[3.3.1]nonane-3-carboxylate), FC(C(=O)O)(F)F (Trifluoroacetic acid). Solvent: ClCCl (dichloromethane). Run at time 3 hour. Product: O[C@H](COC1=CC=C(C#N)C=C1)CN1CC2CNCC(C1)O2 (4-{[(2S)-2-Hydroxy-3-(9-oxa-3,7-diazabicyclo[3.3.1]non-3-yl)propyl]-oxy}benzonitrile). Yield: 97.1%. As a reaction SMILES: [C:1]([C:3]1[CH:29]=[CH:28][C:6]([O:7][CH2:8][C@@H:9]([OH:27])[CH2:10][N:11]2[CH2:18][CH:17]3[O:19][CH:13]([CH2:14][N:15](C(OC(C)(C)C)=O)[CH2:16]3)[CH2:12]2)=[CH:5][CH:4]=1)#[N:2].FC(F)(F)C(O)=O>ClCCl>[OH:27][C@@H:9]([CH2:10][N:11]1[CH2:18][CH:17]2[O:19][CH:13]([CH2:14][NH:15][CH2:16]2)[CH2:12]1)[CH2:8][O:7][C:6]1[CH:28]=[CH:29][C:3]([C:1]#[N:2])=[CH:4][CH:5]=1. Reported procedure: A 3 L, three-necked flask equipped with a magnetic stirrer, a thermometer and an addition funnel was charged with unpurified tert-butyl 7-[(2S)-3-(4-cyanophenoxy)-2-hydroxypropyl]-9-oxa-3,7-diazabicyclo[3.3.1]nonane-3-carboxylate (100 g, from step (ii) above) and dichloromethane (1.15 L). Trifluoroacetic acid (0.352 L) was added slowly at room temperature and the resulting solution was stirred for three hours, at which point TLC analysis showed complete reaction. The contents were transferred to... RXN SMILES: [C:16]([CH3:17])(=[O:18])[O:19][CH:20]1[CH:21]([O:22][c:23]2[cH:24][n:25][c:26]([Br:29])[cH:27][cH:28]2)[S:30][CH2:31][CH:32]([O:38][C:39]([CH3:40])=[O:41])[CH:33]1[O:34][C:35]([CH3:36])=[O:37].[N:1]1([c:7]2[cH:8][cH:9][c:10]([B:13]([OH:14])[OH:15])[cH:11][cH:12]2)[CH2:2][CH2:3][CH2:4][CH2:5][CH2:6]1>>[N:1]1([c:7]2[cH:8][cH:9][c:10](-[c:26]3[n:25][cH:24][c:23]([O:22][CH:21]4[CH:20]([O:19][C:16]([CH3:17])=[O:18])[CH:33]([O:34][C:35]([CH3:36])=[O:37])[CH:32]([O:38][C:39]([CH3:40])=[O:41])[CH2:31][S:30]4)[cH:28][cH:27]3)[cH:11][cH:12]2)[CH2:2][CH2:3][CH2:4][CH2:5][CH2:6]1. Starting materials: CC(=O)OC1CSC(Oc2ccc(Br)nc2)C(OC(C)=O)C1OC(C)=O, OB(O)c1ccc(N2CCCCC2)cc1. Yields the product CC(=O)OC1CSC(Oc2ccc(-c3ccc(N4CCCCC4)cc3)nc2)C(OC(C)=O)C1OC(C)=O. Reactants: O (Water), ClC=1N(C2=C(C=CC=N2)N1)C (2-chloro-3-methyl-3H-imidazo[4,5]pyridine), C(=O)(OC(C)(C)C)N1CCNCC1 (1-Boc-piperazine), C(C)N(C(C)C)C(C)C (ethyl-diisopropylamine). Solvent: CS(=O)C (DMSO). Product: CN1C(=NC=2C=CC=NC21)N2CCN(CC2)C(=O)OC(C)(C)C (tert.butyl 4-(3-methyl-3H-imidazo[4,5]pyridin-2-yl)-piperazin-1-carboxylate). Reaction SMILES: Cl[C:2]1[N:3]([CH3:11])[C:4]2[N:9]=[CH:8][CH:7]=[CH:6][C:5]=2[N:10]=1.[C:12]([N:19]1[CH2:24][CH2:23][NH:22][CH2:21][CH2:20]1)([O:14][C:15]([CH3:18])([CH3:17])[CH3:16])=[O:13].C(N(C(C)C)C(C)C)C.O>CS(C)=O>[CH3:11][N:3]1[C:4]2[N:9]=[CH:8][CH:7]=[CH:6][C:5]=2[N:10]=[C:2]1[N:22]1[CH2:21][CH2:20][N:19]([C:12]([O:14][C:15]([CH3:18])([CH3:17])[CH3:16])=[O:13])[CH2:24][CH2:23]1. Procedure details: A solution of 3.83 g (0.011 mol)-2-chloro-3-methyl-3H-imidazo[4,5]pyridine, 2.2 g (0.012 mol) of 1-Boc-piperazine and 5 ml (0.029 mol) of ethyl-diisopropylamine in 15 ml of DMSO is stirred for 12 hours at 130° C. Water is added and the mixture is extracted with ethyl acetate. The combined organic phases are dried over sodium sulphate. The product is purified by column chromatography on silica gel (eluant: dichloromethane/acetone=20:1). Starting materials: N1=CC=CC=C1 (pyridine), C(CCCCCCC)OC(C(CO)C1=CC=CC=C1)=O (3-hydroxy-2-phenyl-propionic acid octyl ester), C(C)(=O)Cl (acetyl chloride). The solvent is C1(=CC=CC=C1)C (toluene), C1(=CC=CC=C1)C (toluene). Run at temperature 4 celsius, time 2 hour. Product: C(CCCCCCC)OC(C(COC(C)=O)C1=CC=CC=C1)=O (3-acetoxy-2-phenyl-propionic acid octyl ester). The yield is 101.4%. RXN SMILES: [CH2:1]([O:9][C:10](=[O:20])[CH:11]([C:14]1[CH:19]=[CH:18][CH:17]=[CH:16][CH:15]=1)[CH2:12][OH:13])[CH2:2][CH2:3][CH2:4][CH2:5][CH2:6][CH2:7][CH3:8].N1C=CC=CC=1.[C:27](Cl)(=[O:29])[CH3:28]>C1(C)C=CC=CC=1>[CH2:1]([O:9][C:10](=[O:20])[CH:11]([C:14]1[CH:15]=[CH:16][CH:17]=[CH:18][CH:19]=1)[CH2:12][O:13][C:27](=[O:29])[CH3:28])[CH2:2][CH2:3][CH2:4][CH2:5][CH2:6][CH2:7][CH3:8]. Procedure: To 60.4 g of 3-hydroxy-2-phenyl-propionic acid octyl ester in 150 ml of toluene is added at 4° C. 22.9 g (290 mmol) of pyridine followed by 22.8 g (290 mmol) of acetyl chloride dissolved in 50 ml of toluene. The reaction mixture is stirred for 2 hours at 4° C. The white precipitate is filtered off and washed with 100 ml of toluene to afford 70.5 g of 3-acetoxy-2-phenyl-propionic acid octyl ester used as crude material in the next step. Starting materials: [Br-], CCOCC, C[Mg+], CCOC(C)=O, CON(C)C(=O)c1cncc(C#Cc2ccccc2)c1, C1CCOC1. Product: CC(=O)c1cncc(C#Cc2ccccc2)c1. RXN SMILES: [Br-:1].[CH3:24][CH2:25][O:26][CH2:27][CH3:28].[CH3:2][Mg+:3].[CH3:34][CH2:35][O:36][C:37](=[O:38])[CH3:39].[CH3:4][O:5][N:6]([C:7]([c:8]1[cH:9][n:10][cH:11][c:12]([C:14]#[C:15][c:16]2[cH:17][cH:18][cH:19][cH:20][cH:21]2)[cH:13]1)=[O:22])[CH3:23].[O:29]1[CH2:30][CH2:31][CH2:32][CH2:33]1>>[CH3:2][C:7]([c:8]1[cH:9][n:10][cH:11][c:12]([C:14]#[C:15][c:16]2[cH:17][cH:18][cH:19][cH:20][cH:21]2)[cH:13]1)=[O:22]. The reactants are ClCC(=O)N(C)C (2-chloro-N,N-dimethylacetamide), ice water, Cl (hydrochloric acid), C(CCC)[Li] (n-butyllithium), FC1=CC=C(OC=2OC=CC2)C=C1 (2-(4-fluorophenoxy)furan). Run in O1CCCC1 (tetrahydrofuran), O1CCCC1 (tetrahydro-furan). Conditions: time 2.5 hour. The product is FC1=CC=C(OC2=CC=C(O2)C(CCl)=O)C=C1 (1-[5-(4-Fluorophenoxy)-2-furanyl]-2-chloroethanone). RXN SMILES: C([Li])CCC.[F:6][C:7]1[CH:18]=[CH:17][C:10]([O:11][C:12]2[O:13][CH:14]=[CH:15][CH:16]=2)=[CH:9][CH:8]=1.[Cl:19][CH2:20][C:21](N(C)C)=[O:22].Cl>O1CCCC1>[F:6][C:7]1[CH:18]=[CH:17][C:10]([O:11][C:12]2[O:13][C:14]([C:21](=[O:22])[CH2:20][Cl:19])=[CH:15][CH:16]=2)=[CH:9][CH:8]=1. Procedure: 1.86 g (29.08 mmol) of n-butyllithium (2.5N in n-hexane) are added dropwise to 5.18 g (29.08 mmol) of 2-(4-fluorophenoxy)furan in 40 ml of absolute tetrahydro-furan at -75° C., and the mixture is stirred for 2.5 h. Then 6.14 g (50.51 mmol) of 2-chloro-N,N-dimethylacetamide in 30 ml of absolute tetrahydrofuran are added at -75° C. After 60 min, the mixture is poured into 200 ml of ice-water, neutralized at 0° C. with 2N hydrochloric acid and extracted 5× with 40 ml of ethyl acetate each time. The... Starting materials: ClC1=CC=C(C=C1)C(CCN(CCCN)C)C1=NC=CC=C1 (N-[3-(4-chlorophenyl)-3-(2-pyridyl)propyl]-N-methyl-1,3-propanediamine), C(#N)NC(OC1=CC=CC=C1)=NCCCOC1=CC(=CC=C1)CN1CCCCC1 (N-cyano-O-phenyl-N'-[3-[3-(piperidinomethyl)phenoxy]propyl]isourea). Run in C(C)(=O)OCC (ethyl acetate). Product: ClC1=CC=C(C=C1)C(CCN(C)CCCNC(=NCCCOC1=CC(=CC=C1)CN1CCCCC1)NC#N)C1=NC=CC=C1 (N-[3-[N-[3-(4-chlorophenyl)-3-(2-pyridyl)propyl]-N-methylamino]-propyl]-N'-cyano-N"-[3-[3-(piperidinomethyl)phenoxy]propyl]guanidine). RXN SMILES: [Cl:1][C:2]1[CH:7]=[CH:6][C:5]([CH:8]([C:17]2[CH:22]=[CH:21][CH:20]=[CH:19][N:18]=2)[CH2:9][CH2:10][N:11]([CH3:16])[CH2:12][CH2:13][CH2:14][NH2:15])=[CH:4][CH:3]=1.[C:23]([NH:25][C:26](=[N:34][CH2:35][CH2:36][CH2:37][O:38][C:39]1[CH:44]=[CH:43][CH:42]=[C:41]([CH2:45][N:46]2[CH2:51][CH2:50][CH2:49][CH2:48][CH2:47]2)[CH:40]=1)OC1C=CC=CC=1)#[N:24]>C(OCC)(=O)C>[Cl:1][C:2]1[CH:7]=[CH:6][C:5]([CH:8]([C:17]2[CH:22]=[CH:21][CH:20]=[CH:19][N:18]=2)[CH2:9][CH2:10][N:11]([CH2:12][CH2:13][CH2:14][NH:15][C:26]([NH:25][C:23]#[N:24])=[N:34][CH2:35][CH2:36][CH2:37][O:38][C:39]2[CH:44]=[CH:43][CH:42]=[C:41]([CH2:45][N:46]3[CH2:51][CH2:50][CH2:49][CH2:48][CH2:47]3)[CH:40]=2)[CH3:16])=[CH:4][CH:3]=1. Reported procedure: Preparation is effected analogously to Example 1, using 0.5 g (1.57 mmol) of N-[3-(4-chlorophenyl)-3-(2-pyridyl)propyl]-N-methyl-1,3-propanediamine and 0.6 g (1.5 mmol) of N-cyano-O-phenyl-N'-[3-[3-(piperidinomethyl)phenoxy]propyl]isourea as starting materials. Working up by chromatography (eluant: ethyl acetate) analogously to Example 1 yields the purified title compound in the form of a viscous oil; MS (+FAB method): m/z (rel. int.[%])=616 ([M+H]+, 1), 230 (100). The reactants are CCOC(=O)NN, CCOC(=O)CCSCC(=O)CSCCC(=O)OCC, CC#N, Cc1ccc(S(=O)(=O)O)cc1. Product: CCOC(=O)CCSCC(CSCCC(=O)OCC)=NNC(=O)OCC. As a reaction SMILES: [C:21]([NH:22][NH2:23])(=[O:24])[O:25][CH2:26][CH3:27].[CH2:1]([CH3:2])[O:3][C:4](=[O:5])[CH2:6][CH2:7][S:8][CH2:9][C:10](=[O:11])[CH2:12][S:13][CH2:14][CH2:15][C:16](=[O:17])[O:18][CH2:19][CH3:20].[CH3:39][C:40]#[N:41].[c:28]1([CH3:29])[cH:30][cH:31][c:32]([S:33]([OH:34])(=[O:35])=[O:36])[cH:37][cH:38]1>>[CH2:1]([CH3:2])[O:3][C:4](=[O:5])[CH2:6][CH2:7][S:8][CH2:9][C:10]([CH2:12][S:13][CH2:14][CH2:15][C:16](=[O:17])[O:18][CH2:19][CH3:20])=[N:23][NH:22][C:21](=[O:24])[O:25][CH2:26][CH3:27].